This data is from the Open Reaction Database (ORD), a public repository of structured organic reaction records. The task is: describe an organic reaction: reactants, conditions, products, and yield The reactants are C1CCOC1, CN(C)P(=O)(N(C)C)N(C)C, C[Si](C)(C)[N-][Si](C)(C)C, [Cl-], Cc1cc(-c2ccccc2Cl)ccc1CC#N, Cc1cc(Cl)c(OCCOc2ccc(CI)cc2)c(Cl)c1, [Li+], [NH4+]. Product: Cc1cc(Cl)c(OCCOc2ccc(CC(C#N)c3ccc(-c4ccccc4Cl)cc3C)cc2)c(Cl)c1. Reaction SMILES: [CH2:60]1[O:61][CH2:62][CH2:63][CH2:64]1.[CH3:18][N:19]([P:20]([N:21]([CH3:22])[CH3:23])([N:24]([CH3:25])[CH3:26])=[O:27])[CH3:28].[CH3:29][Si:30]([CH3:31])([CH3:32])[N-:33][Si:34]([CH3:35])([CH3:36])[CH3:37].[Cl-:65].[Cl:1][c:2]1[c:3](-[c:8]2[cH:9][c:10]([CH3:17])[c:11]([CH2:14][C:15]#[N:16])[cH:12][cH:13]2)[cH:4][cH:5][cH:6][cH:7]1.[Cl:39][c:40]1[c:41]([O:48][CH2:49][CH2:50][O:51][c:52]2[cH:53][cH:54][c:55]([CH2:58][I:59])[cH:56][cH:57]2)[c:42]([Cl:47])[cH:43][c:44]([CH3:46])[cH:45]1.[Li+:38].[NH4+:66]>>[Cl:1][c:2]1[c:3](-[c:8]2[cH:9][c:10]([CH3:17])[c:11]([CH:14]([C:15]#[N:16])[CH2:58][c:55]3[cH:54][cH:53][c:52]([O:51][CH2:50][CH2:49][O:48][c:41]4[c:40]([Cl:39])[cH:45][c:44]([CH3:46])[cH:43][c:42]4[Cl:47])[cH:57][cH:56]3)[cH:12][cH:13]2)[cH:4][cH:5][cH:6][cH:7]1. Starting materials: O=C(O)C=Cc1ccc(C(F)(F)F)nc1CCc1ccccc1, Cl, CS(=O)(=O)Nc1ccc(CN)cc1F. Yields the product CS(=O)(=O)Nc1ccc(CNC(=O)C=Cc2ccc(C(F)(F)F)nc2CCc2ccccc2)cc1F. As a reaction SMILES: [CH2:16]([CH2:17][c:18]1[cH:19][cH:20][cH:21][cH:22][cH:23]1)[c:24]1[n:25][c:26]([C:35]([F:36])([F:37])[F:38])[cH:27][cH:28][c:29]1[CH:30]=[CH:31][C:32](=[O:33])[OH:34].[ClH:15].[NH2:1][CH2:2][c:3]1[cH:4][c:5]([F:14])[c:6]([NH:9][S:10](=[O:11])(=[O:12])[CH3:13])[cH:7][cH:8]1>>[NH:1]([CH2:2][c:3]1[cH:4][c:5]([F:14])[c:6]([NH:9][S:10](=[O:11])(=[O:12])[CH3:13])[cH:7][cH:8]1)[C:32]([CH:31]=[CH:30][c:29]1[c:24]([CH2:16][CH2:17][c:18]2[cH:19][cH:20][cH:21][cH:22][cH:23]2)[n:25][c:26]([C:35]([F:36])([F:37])[F:38])[cH:27][cH:28]1)=[O:33].